This data is from the Open Reaction Database (ORD), a public repository of structured organic reaction records. The task is: describe an organic reaction: reactants, conditions, products, and yield Starting materials: C(CC(=O)C)(=O)OCC (Ethyl acetoacetate), Cl.BrC1=CC=C(C=C1)NN (4-bromophenylhydrazine hydrochloride). Run in C(C)(=O)O (acetic acid). Yields the product C(C)OC1=CC=NN1C1=CC=C(C=C1)Br (1-(4-bromophenyl)-1H-5-pyrazolyl ethyl ether). Isolated yield 34.9%. As a reaction SMILES: [C:1]([O:7][CH2:8][CH3:9])(=O)[CH2:2][C:3](C)=O.Cl.[Br:11][C:12]1[CH:17]=[CH:16][C:15]([NH:18][NH2:19])=[CH:14][CH:13]=1>C(O)(=O)C>[CH2:8]([O:7][C:1]1[N:18]([C:15]2[CH:16]=[CH:17][C:12]([Br:11])=[CH:13][CH:14]=2)[N:19]=[CH:3][CH:2]=1)[CH3:9] |f:1.2|. Procedure: Ethyl acetoacetate (3.49 g, 0.02684 mol) and 4-bromophenylhydrazine hydrochloride (6.00 g, 0.02684 mol) were refluxed in acetic acid (50 mL) for 4 hours. The precipitate was removed by filtration, the filtrate concentrated under reduced pressure and the residue purified by flash chromatography on silica using ethyl acetate/n-heptane (7:93) as mobile phase to yield 1-(4-bromophenyl)-1H-5-pyrazolyl ethyl ether (2.63 g, 0.00936 mol) as an off-white solid. Yields the product COC(CC=CCCCCCCCC(=O)O)CCCCCC (12-methoxy-9-octadecenoic acid). The yield is 93.3%. Run at temperature 50 celsius, time 4 hour. Procedure details: Next, to a 1-l flask equipped with a stirrer, 68.1 g (0.2 mol) of ethyl 12-methoxy-9-octadecenoate, 600 ml of ethanol and 45 g of a 50% aqueous solution of potassium hydroxide were charged, followed by stirring at 50° C. for 4 hours. To the reaction mixture so obtained, hexane was added, followed by neutralization with 3N hydrochloric acid and then washing with saturated saline. After concentration under reduced pressure, the residue was purified by chromatography on a silica gel column, whereby... The reactants are COC(CC=CCCCCCCCC(=O)OCC)CCCCCC (ethyl 12-methoxy-9-octadecenoate), C(C)O (ethanol), aqueous solution, [OH-].[K+] (potassium hydroxide), Cl (hydrochloric acid). As a reaction SMILES: [CH3:1][O:2][CH:3]([CH2:19][CH2:20][CH2:21][CH2:22][CH2:23][CH3:24])[CH2:4][CH:5]=[CH:6][CH2:7][CH2:8][CH2:9][CH2:10][CH2:11][CH2:12][CH2:13][C:14]([O:16]CC)=[O:15].C(O)C.[OH-].[K+].Cl>CCCCCC>[CH3:1][O:2][CH:3]([CH2:19][CH2:20][CH2:21][CH2:22][CH2:23][CH3:24])[CH2:4][CH:5]=[CH:6][CH2:7][CH2:8][CH2:9][CH2:10][CH2:11][CH2:12][CH2:13][C:14]([OH:16])=[O:15] |f:2.3|. Solvent: CCCCCC (hexane). Run at time 12 hour. Procedure: To a solution of methyl 5-chloro-2-[(5-fluoropyridin-3-yl)oxy]benzoate (80 mg, 0.28 mmol) in methanol (2 mL) was added 2 M sodium hydroxide aqueous solution (2 mL) and the reaction mixture was stirred at room temperature for 12 h. The reaction mixture was acidified with 2 M hydrochloric acid (2.5 mL). The precipitate was collected by filtration to afford 61 mg (80%) of the title compound: 1H-NMR (CDCl3) δ 8.24 (1H, br.s), 8.19 (1H, br.s), 8.07 (1H, d, J=2.6 Hz), 7.56 (1H, d, J=8.8, 2.6 Hz), 7.06... The reactants are ClC=1C=CC(=C(C(=O)OC)C1)OC=1C=NC=C(C1)F (methyl 5-chloro-2-[(5-fluoropyridin-3-yl)oxy]benzoate), [OH-].[Na+] (sodium hydroxide), Cl (hydrochloric acid). RXN SMILES: [Cl:1][C:2]1[CH:3]=[CH:4][C:5]([O:12][C:13]2[CH:14]=[N:15][CH:16]=[C:17]([F:19])[CH:18]=2)=[C:6]([CH:11]=1)[C:7]([O:9]C)=[O:8].[OH-].[Na+].Cl>CO>[Cl:1][C:2]1[CH:3]=[CH:4][C:5]([O:12][C:13]2[CH:14]=[N:15][CH:16]=[C:17]([F:19])[CH:18]=2)=[C:6]([CH:11]=1)[C:7]([OH:9])=[O:8] |f:1.2|. Solvent: CO (methanol). Isolated yield 81.4%. Yields the product ClC=1C=CC(=C(C(=O)O)C1)OC=1C=NC=C(C1)F (5-Chloro-2-[(5-fluoropyridin-3-yl)oxy]benzoic acid). Reactants: ClC=1C=CC(=[N+](C1)[O-])SCC1=C(C=CC=C1Cl)Cl (5-chloro-2-(2,6-dichlorobenzylthio)pyridine-N-oxide), ClC1=CC(=CC=C1)C(=O)OO (metachloroperbenzoic acid). Solvent: C(Cl)(Cl)Cl (chloroform), C(Cl)(Cl)Cl (chloroform). Conditions: time 10 minute. The product is ClC=1C=CC(=[N+](C1)[O-])S(=O)CC1=C(C=CC=C1Cl)Cl (5-chloro-2-(2,6-dichlorobenzylsulfinyl)pyridine-N-oxide). Isolated yield 95.2%. As a reaction SMILES: [Cl:1][C:2]1[CH:3]=[CH:4][C:5]([S:9][CH2:10][C:11]2[C:16]([Cl:17])=[CH:15][CH:14]=[CH:13][C:12]=2[Cl:18])=[N+:6]([O-:8])[CH:7]=1.ClC1C=CC=C(C(OO)=[O:27])C=1>C(Cl)(Cl)Cl>[Cl:1][C:2]1[CH:3]=[CH:4][C:5]([S:9]([CH2:10][C:11]2[C:12]([Cl:18])=[CH:13][CH:14]=[CH:15][C:16]=2[Cl:17])=[O:27])=[N+:6]([O-:8])[CH:7]=1. Reported procedure: 3.2 g of 5-chloro-2-(2,6-dichlorobenzylthio)pyridine-N-oxide was dissolved in 50 ml of chloroform, and a solution of 2.5 g of metachloroperbenzoic acid (content: 70%) dissolved in 30 ml of chloroform was added dropwise thereto at 5° to 10° C. over 10 minutes. The mixture was stirred at 5° to 10° C. for an additional 2 hours. The resulting mixture was washed twice with potassium carbonate solution and dried over magnesium sulfate. The chloroform was evaporated and the residue was recyrstallized f... Starting materials: COC(C1=C(C=CC(=C1)C)Br)=O (2-Bromo-5-methyl-benzoic acid methyl ester), C(C)(C)[Si](S)(C(C)C)C(C)C (triisopropylsilanethiol), C1(=CC=CC=C1)P(C1=C(C=CC=C1)OC1=C(C=CC=C1)P(C1=CC=CC=C1)C1=CC=CC=C1)C1=CC=CC=C1 (bis(2-diphenylphosphinophenyl)ether), CC(C)([O-])C.[Na+] (sodium tert-butoxide). The reagents and catalysts are C=1C=CC(=CC1)/C=C/C(=O)/C=C/C2=CC=CC=C2.C=1C=CC(=CC1)/C=C/C(=O)/C=C/C2=CC=CC=C2.C=1C=CC(=CC1)/C=C/C(=O)/C=C/C2=CC=CC=C2.[Pd].[Pd] (tris(dibenzylideneacetone)dipalladium). Run in C1(=CC=CC=C1)C (toluene). Reaction conditions: temperature 150 celsius. Product: COC(C1=C(C=CC(=C1)C)S[Si](C(C)C)(C(C)C)C(C)C)=O (5-methyl-2-triisopropylsilanylsulfanyl-benzoic acid methyl ester). As a reaction SMILES: [CH3:1][O:2][C:3](=[O:12])[C:4]1[CH:9]=[C:8]([CH3:10])[CH:7]=[CH:6][C:5]=1Br.C1(P(C2C=CC=CC=2)C2C=CC=CC=2OC2C=CC=CC=2P(C2C=CC=CC=2)C2C=CC=CC=2)C=CC=CC=1.CC(C)([O-])C.[Na+].[CH:58]([Si:61]([CH:66]([CH3:68])[CH3:67])([CH:63]([CH3:65])[CH3:64])[SH:62])([CH3:60])[CH3:59]>C1C=CC(/C=C/C(/C=C/C2C=CC=CC=2)=O)=CC=1.C1C=CC(/C=C/C(/C=C/C2C=CC=CC=2)=O)=CC=1.C1C=CC(/C=C/C(/C=C/C2C=CC=CC=2)=O)=CC=1.[Pd].[Pd].C1(C)C=CC=CC=1>[CH3:1][O:2][C:3](=[O:12])[C:4]1[CH:9]=[C:8]([CH3:10])[CH:7]=[CH:6][C:5]=1[S:62][Si:61]([CH:63]([CH3:65])[CH3:64])([CH:66]([CH3:68])[CH3:67])[CH:58]([CH3:59])[CH3:60] |f:2.3,5.6.7.8.9|. Reported procedure: 2-Bromo-5-methyl-benzoic acid methyl ester (2.06 g, 9.00 mmol), tris(dibenzylideneacetone)dipalladium (0) (83 mg, 0.09 mmol), bis(2-diphenylphosphinophenyl)ether (97 mg, 0.18 mmol), sodium tert-butoxide (1.00 g, 10.4 mmol), triisopropylsilanethiol (1.37g, 7.2 mmol) and dry toluene (10 mL) are all placed in an Emrys Optimizer EXP 20 mL microwave reactor tube. The reaction vessel is sealed and subjected to microwave heating at 150° C. for 30 minutes. Upon cooling the mixture is poured onto a plug ...